Dataset: the Open Reaction Database (ORD), a public repository of structured organic reaction records. Task: describe an organic reaction: reactants, conditions, products, and yield Reactants: C(=O)(OCC1=CC=CC=C1)NC(NC1=CC=C(C(=O)N2CCN(CC2)CCCC(=O)OCC2=CC=CC=C2)C=C1)=N (benzyl 4-(4-(4-(3-CBZ-guanidino)benzoyl)piperazin-1-yl)butyrate), O (water), C(C)(=O)O (acetic acid). The reagents and catalysts are [Pd] (Pd/C). Run in CO (methanol). The product is N(C(=N)N)C1=CC=C(C(=O)N2CCN(CC2)CCCC(=O)O)C=C1 (4-(4-(4-guanidinobenzoyl)piperazin-1-yl)butyric acid). As a reaction SMILES: C([NH:11][C:12](=[NH:41])[NH:13][C:14]1[CH:40]=[CH:39][C:17]([C:18]([N:20]2[CH2:25][CH2:24][N:23]([CH2:26][CH2:27][CH2:28][C:29]([O:31]CC3C=CC=CC=3)=[O:30])[CH2:22][CH2:21]2)=[O:19])=[CH:16][CH:15]=1)(OCC1C=CC=CC=1)=O.O.C(O)(=O)C>CO.[Pd]>[NH:13]([C:14]1[CH:15]=[CH:16][C:17]([C:18]([N:20]2[CH2:21][CH2:22][N:23]([CH2:26][CH2:27][CH2:28][C:29]([OH:31])=[O:30])[CH2:24][CH2:25]2)=[O:19])=[CH:39][CH:40]=1)[C:12]([NH2:41])=[NH:11]. Reported procedure: A solution of 1 g of benzyl 4-(4-(4-(3-CBZ-guanidino)benzoyl)piperazin-1-yl)butyrate (FAB 558; obtainable by condensing 4-(3-CBZ-guanidino)benzoic acid with benzyl 4-(piperazin-1-yl)butyrate) in a mixture of 38 ml of methanol, 6 ml of water and 6 ml of acetic acid is hydrogenated on 0.6 g of 5% Pd/C at 20° and 1 bar until the uptake of H2 has ceased. It is filtered, the filtrate is evaporated and the residue is recrystallized from ethyl acetate to give 4-(4-(4-guanidinobenzoyl)piperazin-1-yl)but... The reactants are CC1(C2=C(C(=CC=C2)P(C3=CC=CC=C3)C4=CC=CC=C4)OC5=C(C=CC=C51)P(C6=CC=CC=C6)C7=CC=CC=C7)C (Xantphos), CN(CCN(C=1C=CC(=NC1)N)C)C (N5-(2-(Dimethylamino)ethyl)-N5-methylpyridine-2,5-diamine), BrC=1C(N(C=C(C1)Br)C)=O (3,5-dibromo-1-methylpyridin-2(1H)-one), C([O-])([O-])=O.[Cs+].[Cs+] (cesium carbonate). The reagents and catalysts are C=1C=CC(=CC1)/C=C/C(=O)/C=C/C2=CC=CC=C2.C=1C=CC(=CC1)/C=C/C(=O)/C=C/C2=CC=CC=C2.C=1C=CC(=CC1)/C=C/C(=O)/C=C/C2=CC=CC=C2.[Pd].[Pd] (tris(dibenzylidene-acetone)dipalladium(0)). Solvent: C(C)(=O)OCC (ethyl acetate), O (water), O1CCOCC1 (1,4-dioxane). The product is BrC=1C=C(C(N(C1)C)=O)NC1=NC=C(C=C1)N(C)CCN(C)C (5-Bromo-3-(5-((2-(dimethylamino)ethyl)(methyl)amino)pyridin-2-ylamino)-1-methylpyridin-2(1H)-one). Isolated yield 35.4%. RXN SMILES: [CH3:1][N:2]([CH3:14])[CH2:3][CH2:4][N:5]([CH3:13])[C:6]1[CH:7]=[CH:8][C:9]([NH2:12])=[N:10][CH:11]=1.Br[C:16]1[C:17](=[O:24])[N:18]([CH3:23])[CH:19]=[C:20]([Br:22])[CH:21]=1.C(=O)([O-])[O-].[Cs+].[Cs+].CC1(C)C2C(=C(P(C3C=CC=CC=3)C3C=CC=CC=3)C=CC=2)OC2C(P(C3C=CC=CC=3)C3C=CC=CC=3)=CC=CC1=2>C(OCC)(=O)C.O.C1C=CC(/C=C/C(/C=C/C2C=CC=CC=2)=O)=CC=1.C1C=CC(/C=C/C(/C=C/C2C=CC=CC=2)=O)=CC=1.C1C=CC(/C=C/C(/C=C/C2C=CC=CC=2)=O)=CC=1.[Pd].[Pd].O1CCOCC1>[Br:22][C:20]1[CH:21]=[C:16]([NH:12][C:9]2[CH:8]=[CH:7][C:6]([N:5]([CH2:4][CH2:3][N:2]([CH3:14])[CH3:1])[CH3:13])=[CH:11][N:10]=2)[C:17](=[O:24])[N:18]([CH3:23])[CH:19]=1 |f:2.3.4,8.9.10.11.12|. Procedure details: A 100-mL two-neck round-bottomed flask equipped with a reflux condenser, magnetic stirrer and nitrogen inlet was charged with 270b (1.00 g, 5.20 mmol), 3,5-dibromo-1-methylpyridin-2(1H)-one (1.53 g, 5.72 mmol), cesium carbonate (5.09 g, 15.6 mmol), and 1,4-dioxane (52 mL). After bubbling nitrogen through the resulting suspension for 30 min, Xantphos (257 mg, 0.442 mmol) and tris(dibenzylidene-acetone)dipalladium(0) (239 mg, 0.260 mmol) were added, and the reaction mixture was heated at reflux fo... Starting materials: FC1=C(C(=C(C2=CC=CC=C12)OS(=O)(=O)C(F)(F)F)C(C(=O)OCC)O)C (ethyl 2-(4-fluoro-3-methyl-1-(trifluoromethylsulfonyloxy)naphthalen-2-yl)-2-hydroxyacetate), CC(=O)OI1(C=2C=CC=CC2C(=O)O1)(OC(=O)C)OC(=O)C (Dess-Martin periodinane), [O-]S(=O)(=S)[O-].[Na+].[Na+] (Na2S2O3). Solvent: O (H2O), C(Cl)Cl (DCM). Run at time 4 hour. Yields the product FC1=C(C(=C(C2=CC=CC=C12)OS(=O)(=O)C(F)(F)F)C(C(=O)OCC)=O)C (ethyl 2-(4-fluoro-3-methyl-1-(trifluoromethylsulfonyl-oxy)naphthalen-2-yl)-2-oxoacetate). Isolated yield 70.3%. Reaction SMILES: [F:1][C:2]1[C:11]2[C:6](=[CH:7][CH:8]=[CH:9][CH:10]=2)[C:5]([O:12][S:13]([C:16]([F:19])([F:18])[F:17])(=[O:15])=[O:14])=[C:4]([CH:20]([OH:26])[C:21]([O:23][CH2:24][CH3:25])=[O:22])[C:3]=1[CH3:27].CC(OI1(OC(C)=O)(OC(C)=O)OC(=O)C2C=CC=CC1=2)=O.[O-]S([O-])(=S)=O.[Na+].[Na+]>C(Cl)Cl.O>[F:1][C:2]1[C:11]2[C:6](=[CH:7][CH:8]=[CH:9][CH:10]=2)[C:5]([O:12][S:13]([C:16]([F:19])([F:17])[F:18])(=[O:14])=[O:15])=[C:4]([C:20](=[O:26])[C:21]([O:23][CH2:24][CH3:25])=[O:22])[C:3]=1[CH3:27] |f:2.3.4|. Procedure: A solution of ethyl 2-(4-fluoro-3-methyl-1-(trifluoromethylsulfonyloxy)naphthalen-2-yl)-2-hydroxyacetate (˜1.54 g, 3.76 mmol) in DCM (60 mL) was treated with Dess-Martin periodinane (1.91 g, 4.51 mmol) at 23° C. After 4 h, the orange reaction was slowly added to 10% Na2S2O3 (28 mL) at 23° C. After 5 min of stirring, the reaction was diluted with H2O (40 mL) and extracted with DCM (3×20 mL). Combined organic layers were dried (Na2SO4), filtered, and concentrated. The residue was dissolved in benz...